Dataset: the Open Reaction Database (ORD), a public repository of structured organic reaction records. Task: describe an organic reaction: reactants, conditions, products, and yield Reactants: O=C([O-])[O-], O=C(c1ccc(Cl)cc1)c1ccc(CBr)cc1, [K+], [K+], CN(C)C=O, O=c1c2c(nc3[nH]ccn13)CCCC2. Yields the product O=C(c1ccc(Cl)cc1)c1ccc(Cn2ccn3c(=O)c4c(nc23)CCCC4)cc1. RXN SMILES: [C:32](=[O:33])([O-:34])[O-:35].[Cl:15][c:16]1[cH:17][cH:18][c:19]([C:20](=[O:21])[c:22]2[cH:23][cH:24][c:25]([CH2:26][Br:27])[cH:28][cH:29]2)[cH:30][cH:31]1.[K+:36].[K+:37].[O:38]=[CH:39][N:40]([CH3:41])[CH3:42].[nH:1]1[cH:2][cH:3][n:4]2[c:5]1[n:6][c:7]1[c:12]([c:13]2=[O:14])[CH2:11][CH2:10][CH2:9][CH2:8]1>>[n:1]1([CH2:26][c:25]2[cH:24][cH:23][c:22]([C:20]([c:19]3[cH:18][cH:17][c:16]([Cl:15])[cH:31][cH:30]3)=[O:21])[cH:29][cH:28]2)[cH:2][cH:3][n:4]2[c:5]1[n:6][c:7]1[c:12]([c:13]2=[O:14])[CH2:11][CH2:10][CH2:9][CH2:8]1.